From a dataset of the Open Reaction Database (ORD), a public repository of structured organic reaction records. describe an organic reaction: reactants, conditions, products, and yield The reactants are CN(C)C=O, CC(C)OC(=O)c1cc(N=C=O)c(F)cc1Cl, [H-], CCOC(=O)C(F)=C(N)CF, [Na+]. The product is CCOC(=O)C(F)=C(CF)NC(=O)Nc1cc(C(=O)OC(C)C)c(Cl)cc1F. RXN SMILES: [CH3:31][N:32]([CH3:33])[CH:34]=[O:35].[Cl:14][c:15]1[c:16]([C:17](=[O:18])[O:19][CH:20]([CH3:21])[CH3:22])[cH:23][c:24]([N:28]=[C:29]=[O:30])[c:25]([F:27])[cH:26]1.[H-:12].[NH2:1][C:2](=[C:3]([C:4](=[O:5])[O:6][CH2:7][CH3:8])[F:9])[CH2:10][F:11].[Na+:13]>>[NH:1]([C:2](=[C:3]([C:4](=[O:5])[O:6][CH2:7][CH3:8])[F:9])[CH2:10][F:11])[C:29]([NH:28][c:24]1[cH:23][c:16]([C:17](=[O:18])[O:19][CH:20]([CH3:21])[CH3:22])[c:15]([Cl:14])[cH:26][c:25]1[F:27])=[O:30].